This data is from the Open Reaction Database (ORD), a public repository of structured organic reaction records. The task is: describe an organic reaction: reactants, conditions, products, and yield RXN SMILES: Cl.[CH3:2][O:3][C:4]1[CH:5]=[C:6]([C:12]2[C:13]([CH3:25])([CH3:24])[C:14](=[O:23])[N:15]([CH:17]3[CH2:22][CH2:21][NH:20][CH2:19][CH2:18]3)[N:16]=2)[CH:7]=[CH:8][C:9]=1[O:10][CH3:11].C(=O)([O-])[O-].[K+].[K+].[Cl:32][CH2:33][C:34](Cl)=[O:35].C(O)(=O)C>C(Cl)Cl.O>[Cl:32][CH2:33][C:34]([N:20]1[CH2:21][CH2:22][CH:17]([N:15]2[C:14](=[O:23])[C:13]([CH3:25])([CH3:24])[C:12]([C:6]3[CH:7]=[CH:8][C:9]([O:10][CH3:11])=[C:4]([O:3][CH3:2])[CH:5]=3)=[N:16]2)[CH2:18][CH2:19]1)=[O:35] |f:0.1,2.3.4|. Solvent: C(Cl)Cl (DCM), O (water). Yields the product ClCC(=O)N1CCC(CC1)N1N=C(C(C1=O)(C)C)C1=CC(=C(C=C1)OC)OC (2-[1-(chloroacetyl)piperidin-4-yl]-5-(3,4-dimethoxyphenyl)-4,4-dimethyl-2,4-dihydro-3H-pyrazol-3-one). Reported procedure: 430 g 5-(3,4-dimethoxyphenyl)-4,4-dimethyl-2-piperidin-4-yl-2,4-dihydro-3H-pyrazol-3-one (compound B1; synthesis alternative 2) and 215 g potassium carbonate are suspended in 6.5 l of DCM. The mixture is heated to reflux and 162 g chloroacetylchlorid is added drop wise during 1 h. The mixture is stirred at reflux temperature for 5 h, then 30 g of potassium carbonate and further 36 g of chloroacetylchlorid are added. After 1 h additional reaction time at reflux the reaction is complete. 116 g of ... Conditions: temperature 20 celsius. The reactants are Cl.COC=1C=C(C=CC1OC)C=1C(C(N(N1)C1CCNCC1)=O)(C)C (5-(3,4-di methoxyphenyl)-4,4-dimethyl-2-piperidin-4-yl-2,4-dihydro-3H-pyrazol-3-one hydrochloride), ClCC(=O)Cl (chloroacetylchlorid), C([O-])([O-])=O.[K+].[K+] (potassium carbonate), ClCC(=O)Cl (chloroacetylchlorid), C(C)(=O)O (acetic acid), Cl.COC=1C=C(C=CC1OC)C=1C(C(N(N1)C1CCNCC1)=O)(C)C (5-(3,4-di methoxyphenyl)-4,4-dimethyl-2-piperidin-4-yl-2,4-dihydro-3H-pyrazol-3-one hydrochloride), C([O-])([O-])=O.[K+].[K+] (potassium carbonate). Reactants: COC([C@@H](NC(=O)OCC1=CC=CC=C1)CC1=CC=C(C=C1)O)=O (N-benzyloxycarbonyltyrosine methyl ester), C([O-])([O-])=O.[K+].[K+] (potassium carbonate), ICC (iodoethane). Solvent: CN(C)C=O (DMF). Reaction conditions: time 8 hour. Yields the product COC([C@@H](NC(=O)OCC1=CC=CC=C1)CC1=CC=C(C=C1)OCC)=O (N-Benzyloxycarbonyl-O-ethyltyrosine methyl ester). RXN SMILES: [CH3:1][O:2][C:3](=[O:24])[C@H:4]([CH2:16][C:17]1[CH:22]=[CH:21][C:20]([OH:23])=[CH:19][CH:18]=1)[NH:5][C:6]([O:8][CH2:9][C:10]1[CH:15]=[CH:14][CH:13]=[CH:12][CH:11]=1)=[O:7].C(=O)([O-])[O-].[K+].[K+].I[CH2:32][CH3:33]>CN(C=O)C>[CH3:1][O:2][C:3](=[O:24])[C@H:4]([CH2:16][C:17]1[CH:18]=[CH:19][C:20]([O:23][CH2:32][CH3:33])=[CH:21][CH:22]=1)[NH:5][C:6]([O:8][CH2:9][C:10]1[CH:15]=[CH:14][CH:13]=[CH:12][CH:11]=1)=[O:7] |f:1.2.3|. Procedure: 32.94 g (100 mmol) of N-benzyloxycarbonyltyrosine methyl ester is mixed in 200 ml of DMF with 27.64 g (200 mmol) of ground potassium carbonate. 8.96 ml (110 mmol) of iodoethane is instilled in this suspension and stirred overnight at room temperature. The solution is concentrated by evaporation, distributed between ethyl acetate and water and, after drying (Na2SO4), the organic phase is mixed with hexane. The title compound crystallizes out. The product is C=COc1ccc(-n2c(C)nc(CCC)c(Cc3ccc(-c4ccccc4C#N)cc3F)c2=O)cc1. RXN SMILES: [CH3:35][C:36]([O:37][CH:38]=[CH2:39])=[O:40].[CH3:47][c:48]1[cH:49][cH:50][cH:51][cH:52][cH:53]1.[CH3:54][CH2:55][O:56][C:57](=[O:58])[CH3:59].[F:1][c:2]1[cH:3][c:4](-[c:27]2[c:28]([C:33]#[N:34])[cH:29][cH:30][cH:31][cH:32]2)[cH:5][cH:6][c:7]1[CH2:8][c:9]1[c:10]([CH2:24][CH2:25][CH3:26])[n:11][c:12]([CH3:23])[n:13](-[c:16]2[cH:17][cH:18][c:19]([OH:22])[cH:20][cH:21]2)[c:14]1=[O:15].[Na+:41].[Na+:42].[O-:43][C:44](=[O:45])[O-:46]>>[F:1][c:2]1[cH:3][c:4](-[c:27]2[c:28]([C:33]#[N:34])[cH:29][cH:30][cH:31][cH:32]2)[cH:5][cH:6][c:7]1[CH2:8][c:9]1[c:10]([CH2:24][CH2:25][CH3:26])[n:11][c:12]([CH3:23])[n:13](-[c:16]2[cH:17][cH:18][c:19]([O:22][CH:35]=[CH2:36])[cH:20][cH:21]2)[c:14]1=[O:15]. Starting materials: C=COC(C)=O, Cc1ccccc1, CCOC(C)=O, CCCc1nc(C)n(-c2ccc(O)cc2)c(=O)c1Cc1ccc(-c2ccccc2C#N)cc1F, [Na+], [Na+], O=C([O-])[O-]. The reactants are N1C(=CC2=CC=CC=C12)C(=O)OC (methyl 2-indolecarboxylate), [OH-].[Na+] (sodium hydroxide), ICCOC1OCCCC1 (2-(2-iodo-ethoxy)tetrahydropyran). Run in CN(C=O)C (dimethylformamide). Yields the product O1C(CCCC1)OCCN1C(=CC2=CC=CC=C12)C(=O)OC (methyl 1-[2-(2-tetrahydro-pyranyl)oxyethyl]-2-indolecarboxylate). The yield is 83.0%. As a reaction SMILES: [NH:1]1[C:9]2[C:4](=[CH:5][CH:6]=[CH:7][CH:8]=2)[CH:3]=[C:2]1[C:10]([O:12][CH3:13])=[O:11].[OH-].[Na+].I[CH2:17][CH2:18][O:19][CH:20]1[CH2:25][CH2:24][CH2:23][CH2:22][O:21]1>CN(C)C=O>[O:21]1[CH2:22][CH2:23][CH2:24][CH2:25][CH:20]1[O:19][CH2:18][CH2:17][N:1]1[C:9]2[C:4](=[CH:5][CH:6]=[CH:7][CH:8]=2)[CH:3]=[C:2]1[C:10]([O:12][CH3:13])=[O:11] |f:1.2|. Procedure details: The reaction was carried out in a manner similar to Reference Example 5 except for using 2.0 g (11.4 mmol) of methyl 2-indolecarboxylate, 0.55 g (13.7 mmol) of 60% sodium hydroxide, 3.63 g (13.7 mmol) of 2-(2-iodo-ethoxy)tetrahydropyran (prepared from 2-iodoethanol and 3,4-dihydro-2H-pyran) and 50 ml of dimethylformamide. Thus, 2.87 g (83.0%) of methyl 1-[2-(2-tetrahydro-pyranyl)oxyethyl]-2-indolecarboxylate was obtained. Starting materials: [Al+3], C1CCOC1, [H-], [H-], [H-], [H-], [Li+], COC(=O)c1cccc2nc(-c3cc(-c4cnn(C5CCN(C(=O)OC(C)(C)C)CC5)c4)cnc3N)oc12. Product: CC(C)(C)OC(=O)N1CCC(n2cc(-c3cnc(N)c(-c4nc5cccc(CO)c5o4)c3)cn2)CC1. As a reaction SMILES: [Al+3:3].[CH2:45]1[O:46][CH2:47][CH2:48][CH2:49]1.[H-:1].[H-:4].[H-:5].[H-:6].[Li+:2].[NH2:7][c:8]1[n:9][cH:10][c:11](-[c:27]2[cH:28][n:29][n:30]([CH:32]3[CH2:33][CH2:34][N:35]([C:38](=[O:39])[O:40][C:41]([CH3:42])([CH3:43])[CH3:44])[CH2:36][CH2:37]3)[cH:31]2)[cH:12][c:13]1-[c:14]1[o:15][c:16]2[c:17]([n:18]1)[cH:19][cH:20][cH:21][c:22]2[C:23](=[O:24])[O:25][CH3:26]>>[NH2:7][c:8]1[n:9][cH:10][c:11](-[c:27]2[cH:28][n:29][n:30]([CH:32]3[CH2:33][CH2:34][N:35]([C:38](=[O:39])[O:40][C:41]([CH3:42])([CH3:43])[CH3:44])[CH2:36][CH2:37]3)[cH:31]2)[cH:12][c:13]1-[c:14]1[o:15][c:16]2[c:17]([n:18]1)[cH:19][cH:20][cH:21][c:22]2[CH2:23][OH:24]. Starting materials: solution, CSC.B (borane dimethylsulfide), Cl.C[C@@](C(=O)N1CCOCC1)(C1=CC=CC=C1)N ((1S)-1-methyl-2-morpholin-4-yl-2-oxo-1-phenylethylamine hydrochloride). Solvent: C1CCOC1 (THF). Reaction conditions: temperature 0 celsius, time 10 minute. The product is Cl.Cl.C[C@@](CN1CCOCC1)(C1=CC=CC=C1)N ((1S)-1-methyl-2-morpholin-4-yl-1-phenylethylamine dihydrochloride). The yield is 0.2%. As a reaction SMILES: [ClH:1].[CH3:2][C@:3]([NH2:18])([C:12]1[CH:17]=[CH:16][CH:15]=[CH:14][CH:13]=1)[C:4]([N:6]1[CH2:11][CH2:10][O:9][CH2:8][CH2:7]1)=O.CSC.B>C1COCC1>[ClH:1].[ClH:1].[CH3:2][C@:3]([NH2:18])([C:12]1[CH:17]=[CH:16][CH:15]=[CH:14][CH:13]=1)[CH2:4][N:6]1[CH2:7][CH2:8][O:9][CH2:10][CH2:11]1 |f:0.1,2.3,5.6.7|. Reported procedure: Under an argon atmosphere 412 mg of (1S)-1-methyl-2-morpholin-4-yl-2-oxo-1-phenylethylamine hydrochloride (1.522 mol) were dissolved in 30 mL of dry THF. A 2 M solution of borane dimethylsulfide (4.4 mL, 5.78 mmol) was added dropwise at 0° C. and the mixture stirred for 10 minutes at 0° C. and then allowed to reach room temperature (gas evolution). After 4 hours the reaction was quenched with methanol (added very carefully) and diluted with methanol when effervescence ceased. THF was removed und... Reactants: C(C)(C)(C)OC(=O)N([C@@H](C(=O)N1[C@@H](CCC1)C(=O)O)CC1CCCCC1)CC(=O)OC(C)(C)C ((2S)-1-((2R)-2-{(tert-butoxycarbonyl)[2-(tert-butoxy)-2-oxoethyl]amino}-3-cyclohexylpropanoyl)-2-pyrrolidinecarboxylic acid), Br.Br.S1C(=NC2=C1CC(CC2)N)N (4,5,6,7-tetrahydro-1,3-benzothiazole-2,6-diamine dihydrobromide). Product: NC=1SC2=C(N1)CCC(C2)NC(=O)[C@H]2N(CCC2)C([C@@H](CC2CCCCC2)N(CC(=O)OC(C)(C)C)C(=O)OC(C)(C)C)=O (tert-Butyl 2-[[(1R)-2-((2S)-2-{[(2-amino-4,5,6,7-tetrahydro-1,3-benzothiazol-6-yl)amino]carbonyl}pyrrolidinyl)-1-(cyclohexylmethyl)-2-oxoethyl](tert-butoxycarbonyl)amino]acetate). Isolated yield 65.0%. RXN SMILES: [C:1]([O:5][C:6]([N:8]([CH2:27][C:28]([O:30][C:31]([CH3:34])([CH3:33])[CH3:32])=[O:29])[C@H:9]([CH2:20][CH:21]1[CH2:26][CH2:25][CH2:24][CH2:23][CH2:22]1)[C:10]([N:12]1[CH2:16][CH2:15][CH2:14][C@H:13]1[C:17](O)=[O:18])=[O:11])=[O:7])([CH3:4])([CH3:3])[CH3:2].Br.Br.[S:37]1[C:41]2[CH2:42][CH:43]([NH2:46])[CH2:44][CH2:45][C:40]=2[N:39]=[C:38]1[NH2:47]>>[NH2:47][C:38]1[S:37][C:41]2[CH2:42][CH:43]([NH:46][C:17]([C@@H:13]3[CH2:14][CH2:15][CH2:16][N:12]3[C:10](=[O:11])[C@H:9]([N:8]([C:6]([O:5][C:1]([CH3:4])([CH3:3])[CH3:2])=[O:7])[CH2:27][C:28]([O:30][C:31]([CH3:34])([CH3:33])[CH3:32])=[O:29])[CH2:20][CH:21]3[CH2:26][CH2:25][CH2:24][CH2:23][CH2:22]3)=[O:18])[CH2:44][CH2:45][C:40]=2[N:39]=1 |f:1.2.3|. Reported procedure: The title compound was prepared from (2S)-1-((2R)-2-{(tert-butoxycarbonyl)[2-(tert-butoxy)-2-oxoethyl]amino}-3-cyclohexylpropanoyl)-2-pyrrolidinecarboxylic acid and 4,5,6,7-tetrahydro-1,3-benzothiazole-2,6-diamine dihydrobromide according to the procedure of EXAMPLE 25, and was obtained as a white solid.